Dataset: the Open Reaction Database (ORD), a public repository of structured organic reaction records. Task: describe an organic reaction: reactants, conditions, products, and yield Reactants: [H-].[Na+] (NaH), BrC=1C(=CC(=C(C1)S(=O)(=O)N1CCC(C2=CC=CC=C12)(C)C)F)Cl (1-(5-bromo-4-chloro-2-fluoro-benzenesulfonyl)-4,4-dimethyl-1,2,3,4-tetrahydro-quinoline), C(CC(=O)OC)(=O)OC (dimethyl malonate). Solvent: CN(C)C=O (DMF), CN(C)C=O (DMF). Conditions: temperature 80 celsius, time 10 minute. Product: COC(C(C(=O)OC)C1=C(C=C(C(=C1)Cl)Br)S(=O)(=O)N1CCC(C2=CC=CC=C12)(C)C)=O (2-[4-bromo-5-chloro-2-(4,4-dimethyl-3,4-dihydro-2H-quinoline-1-sulfonyl)-phenyl]-malonic acid dimethyl ester). Isolated yield 59.8%. RXN SMILES: [C:1]([O:8][CH3:9])(=[O:7])[CH2:2][C:3]([O:5][CH3:6])=[O:4].[H-].[Na+].[Br:12][C:13]1[C:14]([Cl:35])=[CH:15][C:16](F)=[C:17]([S:19]([N:22]2[C:31]3[C:26](=[CH:27][CH:28]=[CH:29][CH:30]=3)[C:25]([CH3:33])([CH3:32])[CH2:24][CH2:23]2)(=[O:21])=[O:20])[CH:18]=1>CN(C=O)C>[CH3:6][O:5][C:3](=[O:4])[CH:2]([C:16]1[CH:15]=[C:14]([Cl:35])[C:13]([Br:12])=[CH:18][C:17]=1[S:19]([N:22]1[C:31]2[C:26](=[CH:27][CH:28]=[CH:29][CH:30]=2)[C:25]([CH3:33])([CH3:32])[CH2:24][CH2:23]1)(=[O:21])=[O:20])[C:1]([O:8][CH3:9])=[O:7] |f:1.2|. Procedure details: To a dry DMF (10 mL) solution containing dimethyl malonate (0.79 mL, 6.9 mmol), was added NaH (276 mg, 6.9 mmol) slowly at 0° C. under N2. The slurry was stirred for 10 min, then 1-(5-bromo-4-chloro-2-fluoro-benzenesulfonyl)-4,4-dimethyl-1,2,3,4-tetrahydro-quinoline (1.0 g, 2.3 mmol) in dry DMF (5 mL) was added dropwise. The mixture was heated at 80° C. for 24 hrs, cooled to rt, carefully quenched with 1N HCl (10 mL), and extracted with ethyl acetate. The organic layer was washed with saturated ... Reactants: COC(=O)CNC1CCN(C(=O)OC(C)(C)C)C1, CC(=O)O[BH-](OC(C)=O)OC(C)=O, CC(=O)O, O=Cc1ccc(Cl)cc1, CC(Cl)Cl, [Na+]. Yields the product COC(=O)CN(Cc1ccc(Cl)cc1)C1CCN(C(=O)OC(C)(C)C)C1. RXN SMILES: [C:1]([CH3:2])([CH3:3])([CH3:4])[O:5][C:6](=[O:7])[N:8]1[CH2:9][CH:10]([NH:13][CH2:14][C:15](=[O:16])[O:17][CH3:18])[CH2:11][CH2:12]1.[C:28]([O:29][BH-:30]([O:31][C:32](=[O:33])[CH3:34])[O:35][C:36](=[O:37])[CH3:38])(=[O:39])[CH3:40].[CH3:42][C:43](=[O:44])[OH:45].[Cl:19][c:20]1[cH:21][cH:22][c:23]([CH:24]=[O:25])[cH:26][cH:27]1.[Cl:46][CH:47]([Cl:48])[CH3:49].[Na+:41]>>[C:1]([CH3:2])([CH3:3])([CH3:4])[O:5][C:6](=[O:7])[N:8]1[CH2:9][CH:10]([N:13]([CH2:14][C:15](=[O:16])[O:17][CH3:18])[CH2:24][c:23]2[cH:22][cH:21][c:20]([Cl:19])[cH:27][cH:26]2)[CH2:11][CH2:12]1.